From a dataset of the Open Reaction Database (ORD), a public repository of structured organic reaction records. describe an organic reaction: reactants, conditions, products, and yield Reaction SMILES: [CH3:31][C:32](=[O:33])[OH:34].[ClH:1].[NH2:2][c:3]1[c:4]([F:30])[cH:5][c:6]([F:29])[c:7](-[n:9]2[cH:10][c:11]([C:24](=[O:25])[O:26][CH2:27][CH3:28])[c:12](=[O:23])[c:13]3[c:14]([F:22])[c:15]([F:21])[c:16]([F:20])[c:17]([F:19])[c:18]23)[n:8]1>>[NH2:2][c:3]1[c:4]([F:30])[cH:5][c:6]([F:29])[c:7](-[n:9]2[cH:10][c:11]([C:24](=[O:25])[OH:26])[c:12](=[O:23])[c:13]3[c:14]([F:22])[c:15]([F:21])[c:16]([F:20])[c:17]([F:19])[c:18]23)[n:8]1. Yields the product Nc1nc(-n2cc(C(=O)O)c(=O)c3c(F)c(F)c(F)c(F)c32)c(F)cc1F. Starting materials: CC(=O)O, Cl, CCOC(=O)c1cn(-c2nc(N)c(F)cc2F)c2c(F)c(F)c(F)c(F)c2c1=O. Reactants: CC(C)=O, O=C(C=CCl)CCCCC1CCC2CCC1C2, [I-], [Na+]. The product is O=C(C=CI)CCCCC1CCC2CCC1C2. RXN SMILES: [CH3:20][C:21](=[O:22])[CH3:23].[Cl:1][CH:2]=[CH:3][C:4]([CH2:5][CH2:6][CH2:7][CH2:8][CH:9]1[CH:10]2[CH2:11][CH2:12][CH:13]([CH2:14][CH2:15]1)[CH2:16]2)=[O:17].[I-:19].[Na+:18]>>[CH:2](=[CH:3][C:4]([CH2:5][CH2:6][CH2:7][CH2:8][CH:9]1[CH:10]2[CH2:11][CH2:12][CH:13]([CH2:14][CH2:15]1)[CH2:16]2)=[O:17])[I:19]. The reactants are C1(=CC=CC=C1)C=1SC=C(N1)CCCO (3-(2-phenyl-thiazol-4-yl)-propan-1-ol), C1(=CC=CC=C1)P(C1=CC=CC=C1)C1=CC=CC=C1 (triphenylphosphine), N(=NC(=O)OCC)C(=O)OCC (DEAD), C(C)OC(C(CC1=CC(=C(C=C1)O)F)OCC)=O ([rac]-2-ethoxy-3-(3-fluoro-4-hydroxy-phenyl)-propionic acid ethyl ester). Run in O1CCCC1 (tetrahydrofuran). Product: C(C)OC(C(CC1=CC(=C(C=C1)OCCCC=1N=C(SC1)C1=CC=CC=C1)F)OCC)=O ([rac]-2-ethoxy-3-{3-fluoro-4-[3-(2-phenyl-thiazol-4-yl)-propoxy]-phenyl}-propionic acid ethyl ester). As a reaction SMILES: [CH2:1]([O:3][C:4](=[O:18])[CH:5]([O:15][CH2:16][CH3:17])[CH2:6][C:7]1[CH:12]=[CH:11][C:10]([OH:13])=[C:9]([F:14])[CH:8]=1)[CH3:2].[C:19]1([C:25]2[S:26][CH:27]=[C:28]([CH2:30][CH2:31][CH2:32]O)[N:29]=2)[CH:24]=[CH:23][CH:22]=[CH:21][CH:20]=1.C1(P(C2C=CC=CC=2)C2C=CC=CC=2)C=CC=CC=1.N(C(OCC)=O)=NC(OCC)=O>O1CCCC1>[CH2:1]([O:3][C:4](=[O:18])[CH:5]([O:15][CH2:16][CH3:17])[CH2:6][C:7]1[CH:12]=[CH:11][C:10]([O:13][CH2:32][CH2:31][CH2:30][C:28]2[N:29]=[C:25]([C:19]3[CH:24]=[CH:23][CH:22]=[CH:21][CH:20]=3)[S:26][CH:27]=2)=[C:9]([F:14])[CH:8]=1)[CH3:2]. Procedure details: In analogy to the procedure described in example 1 d], [rac]-2-ethoxy-3-(3-fluoro-4-hydroxy-phenyl)-propionic acid ethyl ester (example 7 a]) was reacted with 3-(2-phenyl-thiazol-4-yl)-propan-1-ol in tetrahydrofuran in the presence of triphenylphosphine and DEAD (diethyl azodicarboxylate) to yield [rac]-2-ethoxy-3-{3-fluoro-4-[3-(2-phenyl-thiazol-4-yl)-propoxy]-phenyl}-propionic acid ethyl ester, which was further saponified in analogy to the procedure described in example 4 e], to yield [rac]-2... Reactants: CO, CC(C)CNNC(=O)C(CC(C)C)C(CC=Cc1ccccc1)C(=O)NOC1CCCCO1. The product is CC(C)CNNC(=O)C(CC(C)C)C(CCCc1ccccc1)C(=O)NOC1CCCCO1. RXN SMILES: [CH3:34][OH:35].[O:1]1[CH:2]([O:7][NH:8][C:9](=[O:10])[CH:11]([CH2:12][CH:13]=[CH:14][c:15]2[cH:16][cH:17][cH:18][cH:19][cH:20]2)[CH:21]([C:22](=[O:23])[NH:24][NH:25][CH2:26][CH:27]([CH3:28])[CH3:29])[CH2:30][CH:31]([CH3:32])[CH3:33])[CH2:3][CH2:4][CH2:5][CH2:6]1>>[O:1]1[CH:2]([O:7][NH:8][C:9](=[O:10])[CH:11]([CH2:12][CH2:13][CH2:14][c:15]2[cH:16][cH:17][cH:18][cH:19][cH:20]2)[CH:21]([C:22](=[O:23])[NH:24][NH:25][CH2:26][CH:27]([CH3:28])[CH3:29])[CH2:30][CH:31]([CH3:32])[CH3:33])[CH2:3][CH2:4][CH2:5][CH2:6]1. Run in O (water). Isolated yield 75.6%. As a reaction SMILES: [F:1][C:2]1[CH:7]=[CH:6][C:5]([CH2:8][C:9]([NH:11][NH:12][C:13](=[S:15])[NH2:14])=O)=[CH:4][CH:3]=1.[OH-].[Na+]>O>[F:1][C:2]1[CH:7]=[CH:6][C:5]([CH2:8][C:9]2[S:15][C:13]([NH2:14])=[N:12][N:11]=2)=[CH:4][CH:3]=1 |f:1.2|. Product: FC1=CC=C(CC2=NN=C(S2)N)C=C1 (5-(4-fluorobenzyl)-1,3,4-thiadiazol-2-amine). The reactants are FC1=CC=C(C=C1)CC(=O)NNC(N)=S (2-[(4-fluorophenyl)acetyl]hydrazinecarbothioamide), [OH-].[Na+] (sodium hydroxide). Reported procedure: 0.38 g of 2-[(4-fluorophenyl)acetyl]hydrazinecarbothioamide (1.67 mmol) is added portionwise with stirring. After stirring for 3 hours between 0 and −10° C., water is added dropwise and the mixture is then returned to basic pH with sodium hydroxide, while maintaining a temperature of between 0 and −10° C. The precipitate is filtered off, washed with water and dried. 0.264 g of 5-(4-fluorobenzyl)-1,3,4-thiadiazol-2-amine is obtained. The reactants are CCCCCCCCS(=O)(=O)C(Cc1ccc(OCCN2CCCCC2)cc1)C(=O)OCC, CCO, [Na+], [OH-]. Product: CCCCCCCCS(=O)(=O)C(Cc1ccc(OCCN2CCCCC2)cc1)C(=O)O. Reaction SMILES: [CH2:1]([CH3:2])[O:3][C:4]([CH:5]([CH2:6][c:7]1[cH:8][cH:9][c:10]([O:13][CH2:14][CH2:15][N:16]2[CH2:17][CH2:18][CH2:19][CH2:20][CH2:21]2)[cH:11][cH:12]1)[S:22](=[O:23])(=[O:24])[CH2:25][CH2:26][CH2:27][CH2:28][CH2:29][CH2:30][CH2:31][CH3:32])=[O:33].[CH3:36][CH2:37][OH:38].[Na+:35].[OH-:34]>>[O:3]=[C:4]([CH:5]([CH2:6][c:7]1[cH:8][cH:9][c:10]([O:13][CH2:14][CH2:15][N:16]2[CH2:17][CH2:18][CH2:19][CH2:20][CH2:21]2)[cH:11][cH:12]1)[S:22](=[O:23])(=[O:24])[CH2:25][CH2:26][CH2:27][CH2:28][CH2:29][CH2:30][CH2:31][CH3:32])[OH:33]. Starting materials: C(C)OC(=O)C=1N=C(N(C(C1O)=O)C)C1=C(C=CC=C1F)F (2-(2,6-difluoro-phenyl)-5-hydroxy-1-methyl-6-oxo-1,6-dihydro-pyrimidine-4-carboxylic acid ethyl ester), CC=1C=C(CN)C=CC1C (3,4-dimethylbenzylamine). The product is CC=1C=C(CNC(=O)C=2N=C(N(C(C2O)=O)C)C2=C(C=CC=C2F)F)C=CC1C (N-(3,4-dimethylbenzyl)-2-(2,6-difluorophenyl)-5-hydroxy-1-methyl-6-oxo-1,6-dihydropyrimidine-4-carboxamide), solid. Isolated yield 82.0%. Reaction SMILES: C(O[C:4]([C:6]1[N:7]=[C:8]([C:15]2[C:20]([F:21])=[CH:19][CH:18]=[CH:17][C:16]=2[F:22])[N:9]([CH3:14])[C:10](=[O:13])[C:11]=1[OH:12])=[O:5])C.[CH3:23][C:24]1[CH:25]=[C:26]([CH:29]=[CH:30][C:31]=1[CH3:32])[CH2:27][NH2:28]>>[CH3:23][C:24]1[CH:25]=[C:26]([CH:29]=[CH:30][C:31]=1[CH3:32])[CH2:27][NH:28][C:4]([C:6]1[N:7]=[C:8]([C:15]2[C:16]([F:22])=[CH:17][CH:18]=[CH:19][C:20]=2[F:21])[N:9]([CH3:14])[C:10](=[O:13])[C:11]=1[OH:12])=[O:5]. Procedure: Prepared according to the procedure described for example 2 from 2-(2,6-difluoro-phenyl)-5-hydroxy-1-methyl-6-oxo-1,6-dihydro-pyrimidine-4-carboxylic acid ethyl ester (31 mg, 0.1 mmol) and 3,4-dimethylbenzylamine (68 mg, 0.5 mmol). The title product was obtained as an off-white solid (32.7 mg, 82% yield). 1HNMR (500 MHz, CDCl3) δ: 12.41 (1H, s), 7.74 (1H, br s), 7.51–7.45 (1H, m), 7.10–7.02 (5H, m), 4.51 (2H, d, J=6.10 Hz), 3.40 (3H, s), 2.24 (3H, s), 2.23(3H, s). HRMS (ESI) calcd for C21H20F2N3... Starting materials: O (water), C(C=C)(=O)[O-].[Na+] (sodium acrylate), CC(C(=O)OCCCCCCOC(=O)C1CCC(CC1)C1CCC(CC1)CCCCC)=C (4′-Pentyl-bicyclohexyl-4-carboxylic acid 6-(2-methyl-acryloyloxy)-hexyl ester), [I-].[Na+] (sodium iodide). Run in CN(C=O)C (dimethylformamide). Conditions: temperature 130 celsius, time 8 hour. Product: C(C=C)(=O)OCCCOC(=O)C1CCC(CC1)C1CCC(CC1)CCC (4′-Propyl-bicyclohexyl-4-carboxylic acid 3-acryloyloxy-propyl ester). RXN SMILES: [C:1]([O-:5])(=[O:4])[CH:2]=[CH2:3].[Na+].CC(=C)C(OCCC[CH2:15][CH2:16][CH2:17][O:18][C:19]([CH:21]1[CH2:26][CH2:25][CH:24]([CH:27]2[CH2:32][CH2:31][CH:30]([CH2:33][CH2:34][CH2:35]CC)[CH2:29][CH2:28]2)[CH2:23][CH2:22]1)=[O:20])=O.[I-].[Na+].O>CN(C)C=O>[C:1]([O:5][CH2:15][CH2:16][CH2:17][O:18][C:19]([CH:21]1[CH2:26][CH2:25][CH:24]([CH:27]2[CH2:28][CH2:29][CH:30]([CH2:33][CH2:34][CH3:35])[CH2:31][CH2:32]2)[CH2:23][CH2:22]1)=[O:20])(=[O:4])[CH:2]=[CH2:3] |f:0.1,3.4|. Reported procedure: A mixture of sodium acrylate (2.5 g, 13.4 mmol), 4′-propyl-bicyclohexyl-4-carboxylic acid 3-bromo-propyl ester (synthesis described for preferred example 1) (5.0 g, 13.4 mmol) and sodium iodide (2.5 g, 16.7 mmol) in dimethylformamide (150 ml) is stirred at 130° C. overnight. The mixture is cooled to room temperature, poured into water, and this is extracted twice with diethyl ether. The ethereal solution is washed with water and then dried over sodium sulphate. The solution is evaporated to dryn... Starting materials: C([O-])([O-])=O.[Cs+].[Cs+] (cesium carbonate), [N+](=O)([O-])C1=CC=C(C=C1)B(O)O (4-nitrophenyl boronic acid), BrC=1C=C2CCC(CC2=CC1)=O (6-bromo-2-tetralone). Reagents/catalysts: C=1C=CC(=CC1)[P](C=2C=CC=CC2)(C=3C=CC=CC3)[Pd]([P](C=4C=CC=CC4)(C=5C=CC=CC5)C=6C=CC=CC6)([P](C=7C=CC=CC7)(C=8C=CC=CC8)C=9C=CC=CC9)[P](C=1C=CC=CC1)(C=1C=CC=CC1)C=1C=CC=CC1 (Pd(PPh3)4). Solvent: O1CCOCC1.O (1,4 dioxane H2O). Product: [N+](=O)([O-])C1=CC=C(C=C1)C=1C=C2CCC(CC2=CC1)=O (6-(4-nitrophenyl)-3,4-dihydronaphthalen-2(1H)-one). Isolated yield 50.6%. Reaction SMILES: Br[C:2]1[CH:3]=[C:4]2[C:9](=[CH:10][CH:11]=1)[CH2:8][C:7](=[O:12])[CH2:6][CH2:5]2.C(=O)([O-])[O-].[Cs+].[Cs+].[N+:19]([C:22]1[CH:27]=[CH:26][C:25](B(O)O)=[CH:24][CH:23]=1)([O-:21])=[O:20]>O1CCOCC1.O.C1C=CC([P]([Pd]([P](C2C=CC=CC=2)(C2C=CC=CC=2)C2C=CC=CC=2)([P](C2C=CC=CC=2)(C2C=CC=CC=2)C2C=CC=CC=2)[P](C2C=CC=CC=2)(C2C=CC=CC=2)C2C=CC=CC=2)(C2C=CC=CC=2)C2C=CC=CC=2)=CC=1>[N+:19]([C:22]1[CH:27]=[CH:26][C:25]([C:2]2[CH:3]=[C:4]3[C:9](=[CH:10][CH:11]=2)[CH2:8][C:7](=[O:12])[CH2:6][CH2:5]3)=[CH:24][CH:23]=1)([O-:21])=[O:20] |f:1.2.3,5.6,^1:41,43,62,81|. Reported procedure: Pd(PPh3)4 (0.0736 g, 0.06 mmol) was added to a solution of 6-bromo-2-tetralone (1.5 g, 6.66 mmol) in 50 mL of 1,4 dioxane-H2O (3:1) mixture under argon atmosphere, followed by cesium carbonate (6.49 g, 19.99 mmol) and 4-nitrophenyl boronic acid (1.32 g, 7.99 mmol). The reaction mixture was degassed for 5 min. The reaction mixture was refluxed for 4 h and solvent removed under reduced pressure. The residue partitioned between ethyl acetate and water. The separated organic layer was dried over sod...